Dataset: the Open Reaction Database (ORD), a public repository of structured organic reaction records. Task: describe an organic reaction: reactants, conditions, products, and yield Reactants: N(=O)[O-].[Na+] (Sodium nitrite), CC=1C=C(N)C=C(C1)C (3,5-dimethylaniline), NC1=CC=C(C=C1)N=NC1=CC=C(C=C1)[N+](=O)[O-] (4-amino-4'-nitroazobenzene), C(C)(=O)[O-].[Na+] (sodium acetate), sulfuriic acid, [OH-].[Na+] (sodium hydroxide). Solvent: O (water), C(C)(=O)O (acetic acid), C(C)(=O)O (acetic acid). Run at temperature 5 celsius, time 6 hour. Product: [N+](=O)([O-])C1=CC=C(C=C1)N=NC1=CC=C(C=C1)N=NC1=C(C=C(N)C=C1C)C (4-[4'-(4"-nitrophenylazo)phenylazo]-3,5-dimethylaniline). Isolated yield 61.0%. As a reaction SMILES: [NH2:1][C:2]1[CH:7]=[CH:6][C:5]([N:8]=[N:9][C:10]2[CH:15]=[CH:14][C:13]([N+:16]([O-:18])=[O:17])=[CH:12][CH:11]=2)=[CH:4][CH:3]=1.[N:19]([O-])=O.[Na+].[CH3:23][C:24]1[CH:25]=[C:26]([CH:28]=[C:29]([CH3:31])[CH:30]=1)[NH2:27].C([O-])(=O)C.[Na+].[OH-].[Na+]>O.C(O)(=O)C>[N+:16]([C:13]1[CH:14]=[CH:15][C:10]([N:9]=[N:8][C:5]2[CH:6]=[CH:7][C:2]([N:1]=[N:19][C:30]3[C:29]([CH3:31])=[CH:28][C:26]([NH2:27])=[CH:25][C:24]=3[CH3:23])=[CH:3][CH:4]=2)=[CH:11][CH:12]=1)([O-:18])=[O:17] |f:1.2,4.5,6.7|. Reported procedure: A 4 g (16.53 mmol) amount of 4-amino-4'-nitroazobenzene (Disperse Orange 3) was dissolved in ice-cooled acetic acid (100 mL) containing 8 mL of 98% sulfuriic acid. Sodium nitrite (1.48 g, 21.40 mmol) dissolved in a small amount of water (less than 2 mL) was added dropwise to the stirred solution. The reaction temperature was maintained at 5° C. After 6 h of stirring, 3,5-dimethylaniline (5.0 g, 41.30 mmol) in 10 mL of acetic acid was added followed by slow addition of sodium acetate (4.10 g, 50.... Reactants: C(C=O)(=O)OCC (ethyl glyoxylate), C(CCC)C(CO)CO (2-butylpropane-1,3-diol). Yields the product C(CCC)C1COC(OC1)C(=O)OCC (ethyl 5-butyl-1,3-dioxane-2-carboxylate). RXN SMILES: [C:1]([O:5][CH2:6][CH3:7])(=[O:4])[CH:2]=O.[CH2:8]([CH:12]([CH2:15][OH:16])[CH2:13][OH:14])[CH2:9][CH2:10][CH3:11]>>[CH2:8]([CH:12]1[CH2:15][O:16][CH:2]([C:1]([O:5][CH2:6][CH3:7])=[O:4])[O:14][CH2:13]1)[CH2:9][CH2:10][CH3:11]. Procedure details: 2-(3,5-Difluoro-4-cyanophenyl)-5-butyl-1,3-dioxane is obtained analogously to Example 1 using 5-butyl-1,3-dioxane-2-carboxylic acid chloride (obtainable by reacting ethyl glyoxylate with 2-butylpropane-1,3-diol to give ethyl 5-butyl-1,3-dioxane-2-carboxylate, saponifying the latter and reacting the resulting free acid with SOCl2). The reactants are O (water), ClC1=CC=C(C=C1)N(C(=O)N)O (1-(4-Chlorophenyl)-1-hydroxyurea), O (Water), ClC(=O)OCC (ethyl chloroformate). Solvent: [OH-].[Na+] (sodium hydroxide). Run at time 0.5 hour. Product: ClC1=CC=C(C=C1)N1OC(NC1=O)=O (2-(4-chlorophenyl)-1,2,4-oxadiazolidin-3,5-dione). Reaction SMILES: [Cl:1][C:2]1[CH:7]=[CH:6][C:5]([N:8]([OH:12])[C:9]([NH2:11])=[O:10])=[CH:4][CH:3]=1.Cl[C:14](OCC)=[O:15].O>[OH-].[Na+]>[Cl:1][C:2]1[CH:3]=[CH:4][C:5]([N:8]2[C:9](=[O:10])[NH:11][C:14](=[O:15])[O:12]2)=[CH:6][CH:7]=1 |f:3.4|. Procedure details: 1-(4-Chlorophenyl)-1-hydroxyurea (34 grams; 0.18 mole) dissolved in aqueous sodium hydroxide (200 ml; 2 N) are charged into a glass reaction vessel equipped with a mechanical stirrer and thermometer. The solution is cooled to a temperature of 10° to 15°C and ethyl chloroformate (17 ml) is slowly added with stirring. After the addition is completed stirring is continued for a period of about 1/2 hour. Water (200 ml) is then added to the reaction mixture with stirring and the resulting mixture is ... Starting materials: [Cu], Nc1ccccc1, O=C(O)c1ccccc1C(=O)O, O=C(O)c1ccccc1O, c1ccccc1. Yields the product O=C1OC(=O)c2ccccc21. RXN SMILES: [Cu:36].[NH2:29][c:30]1[cH:31][cH:32][cH:33][cH:34][cH:35]1.[OH:17][C:18](=[O:19])[c:20]1[cH:21][cH:22][cH:23][cH:24][c:25]1[C:26]([OH:27])=[O:28].[OH:1][C:2]([c:3]1[c:4]([OH:5])[cH:6][cH:7][cH:8][cH:9]1)=[O:10].[cH:11]1[cH:12][cH:13][cH:14][cH:15][cH:16]1>>[C:18]1(=[O:19])[c:20]2[cH:21][cH:22][cH:23][cH:24][c:25]2[C:26](=[O:27])[O:28]1.